The task is: describe an organic reaction: reactants, conditions, products, and yield. This data is from the Open Reaction Database (ORD), a public repository of structured organic reaction records. Reactants: Cn1cc[nH]c1=O, CC(O)C1(c2ccc(F)cc2F)CO1. The product is CC(n1ccn(C)c1=O)C1(c2ccc(F)cc2F)CO1. As a reaction SMILES: [CH3:15][n:16]1[c:17](=[O:21])[nH:18][cH:19][cH:20]1.[F:1][c:2]1[c:3]([C:9]2([CH:12]([CH3:13])[OH:14])[O:10][CH2:11]2)[cH:4][cH:5][c:6]([F:8])[cH:7]1>>[F:1][c:2]1[c:3]([C:9]2([CH:12]([CH3:13])[n:18]3[c:17](=[O:21])[n:16]([CH3:15])[cH:20][cH:19]3)[O:10][CH2:11]2)[cH:4][cH:5][c:6]([F:8])[cH:7]1. The reactants are CSCC(=O)Nc1cc(SCC(C)C)ccc1[N+](=O)[O-], CCO. Yields the product CSCC(=O)Nc1cc(SCC(C)C)ccc1N. RXN SMILES: [CH3:1][S:2][CH2:3][C:4](=[O:5])[NH:6][c:7]1[c:8]([N+:18]([O-:19])=[O:20])[cH:9][cH:10][c:11]([S:13][CH2:14][CH:15]([CH3:16])[CH3:17])[cH:12]1.[CH3:21][CH2:22][OH:23]>>[CH3:1][S:2][CH2:3][C:4](=[O:5])[NH:6][c:7]1[c:8]([NH2:18])[cH:9][cH:10][c:11]([S:13][CH2:14][CH:15]([CH3:16])[CH3:17])[cH:12]1. The reactants are C(=O)(OC(C)(C)C)N[C@@H](CC1CCCCC1)[C@@H]1CCC(O1)=O (5(S)-[1(S)-(Boc-amino)-2-cyclohexylethyl]-dihydrofuran-2-(3H)-one), C[Si](C)(C)[N-][Si](C)(C)C.[Li+] (lithium bis(trimethylsilyl)amide), C(C1=CC=CC=C1)OC1=CC=C(CI)C=C1 (4-benzyloxybenzyl iodide). Solvent: C1CCOC1 (THF). The product is C(=O)(OC(C)(C)C)N[C@@H](CC1CCCCC1)[C@@H]1C[C@H](C(O1)=O)CC1=CC=C(C=C1)OCC1=CC=CC=C1 (5(S)-[1(S)-(Boc-amino)-2-cyclohexylethyl]-3(R)-(4-benzyloxybenzyl)-dihydrofuran-2-(3H)-one). Reaction SMILES: [C:1]([NH:8][C@H:9]([C@H:17]1[O:21][C:20](=[O:22])[CH2:19][CH2:18]1)[CH2:10][CH:11]1[CH2:16][CH2:15][CH2:14][CH2:13][CH2:12]1)([O:3][C:4]([CH3:7])([CH3:6])[CH3:5])=[O:2].C[Si]([N-][Si](C)(C)C)(C)C.[Li+].[CH2:33]([O:40][C:41]1[CH:48]=[CH:47][C:44]([CH2:45]I)=[CH:43][CH:42]=1)[C:34]1[CH:39]=[CH:38][CH:37]=[CH:36][CH:35]=1>C1COCC1>[C:1]([NH:8][C@H:9]([C@H:17]1[O:21][C:20](=[O:22])[C@H:19]([CH2:45][C:44]2[CH:47]=[CH:48][C:41]([O:40][CH2:33][C:34]3[CH:39]=[CH:38][CH:37]=[CH:36][CH:35]=3)=[CH:42][CH:43]=2)[CH2:18]1)[CH2:10][CH:11]1[CH2:12][CH2:13][CH2:14][CH2:15][CH2:16]1)([O:3][C:4]([CH3:6])([CH3:7])[CH3:5])=[O:2] |f:1.2|. Reported procedure: Analogously to Example 21 D) 1) c), 30.9 g (99.26 mmol) of 5(S)-[1(S)-(Boc-amino)-2-cyclohexylethyl]-dihydrofuran-2-(3H)-one are reacted with 200 ml (200 mmol) of lithium bis(trimethylsilyl)amide 1M in THF and 34 g (104.8 mmol) of 4-benzyloxybenzyl iodide to yield the title compound. The title compound is purified by column chromatography (SiO2, hexane/ethyl acetate: 4/1 to 1/1) and crystallisation (hexane/ethyl acetate); TLC Rf (C)=0.33; tRet (IV)=20.41 min; FAB-MS (M+H+)=508. Starting materials: CCOC(=O)N1CCC(O)(c2cccc(-c3ccccc3)c2)C(O)C1, CCO. Product: CCOC(=O)N1CCC(c2cccc(-c3ccccc3)c2)C(O)C1. Reaction SMILES: [CH2:1]([CH3:2])[O:3][C:4](=[O:5])[N:6]1[CH2:7][CH:8]([OH:25])[C:9]([OH:12])([c:13]2[cH:14][c:15](-[c:19]3[cH:20][cH:21][cH:22][cH:23][cH:24]3)[cH:16][cH:17][cH:18]2)[CH2:10][CH2:11]1.[CH3:26][CH2:27][OH:28]>>[CH2:1]([CH3:2])[O:3][C:4](=[O:5])[N:6]1[CH2:7][CH:8]([OH:25])[CH:9]([c:13]2[cH:14][c:15](-[c:19]3[cH:20][cH:21][cH:22][cH:23][cH:24]3)[cH:16][cH:17][cH:18]2)[CH2:10][CH2:11]1. Starting materials: C12C(CC(C=C1)O2)C(=O)OCC (ethyl 7-oxabicyclo[2.2.1]hept-5-en-2-carboxylate), [OH-].[K+] (potassium hydroxide). Solvent: C(C)O (ethanol), O (water). Reaction conditions: time 2 hour. The product is C12C(CC(C=C1)O2)C(=O)O (7-Oxabicyclo[2.2.1]hept-5-en-2-carboxylic acid). As a reaction SMILES: [CH:1]12[O:7][CH:4]([CH:5]=[CH:6]1)[CH2:3][CH:2]2[C:8]([O:10]CC)=[O:9].[OH-].[K+]>O.C(O)C>[CH:1]12[O:7][CH:4]([CH:5]=[CH:6]1)[CH2:3][CH:2]2[C:8]([OH:10])=[O:9] |f:1.2|. Reported procedure: 3.0 g (17.8 mmol) of ethyl 7-oxabicyclo[2.2.1]hept-5-en-2-carboxylate are suspended in 10 ml of water and 20 ml of ethanol. The temperature is kept below 20° C. by cooling with ice, while 3.5 g (62.3 mmol) of potassium hydroxide are added. The mixture is stirred for 2 hours at ambient temperature, the ethanol is distilled off at a bath temperature of 30° C. and the aqueous solution is extracted with ethyl acetate. The aqueous phase is acidified to a pH of 6 while cooling with ice and shaken with...